Dataset: the Open Reaction Database (ORD), a public repository of structured organic reaction records. Task: describe an organic reaction: reactants, conditions, products, and yield Starting materials: [H-].[Na+] (NaH), CC=1C=C2CCC(NC2=CC1)=O (6-methyl-3,4-dihydro-1H-quinolin-2-one), BrCCCCl (1-bromo-3-chloropropane). Solvent: CN(C)C=O (DMF). Run at time 1 hour. Product: ClCCCN1C(CCC2=CC(=CC=C12)C)=O (1-(3-Chloropropyl)-6-methyl-3,4-dihydro-1H-quinolin-2-one). Isolated yield 87.2%. RXN SMILES: [CH3:1][C:2]1[CH:3]=[C:4]2[C:9](=[CH:10][CH:11]=1)[NH:8][C:7](=[O:12])[CH2:6][CH2:5]2.[H-].[Na+].Br[CH2:16][CH2:17][CH2:18][Cl:19]>CN(C=O)C>[Cl:19][CH2:18][CH2:17][CH2:16][N:8]1[C:9]2[C:4](=[CH:3][C:2]([CH3:1])=[CH:11][CH:10]=2)[CH2:5][CH2:6][C:7]1=[O:12] |f:1.2|. Procedure: A reaction flask was charged with 6-methyl-3,4-dihydro-1H-quinolin-2-one (107LH05) (0.300 g, 1.26 mmol) in dry DMF (5 mL) under Argon. NaH (60% in oil, 0.055 g, 1.38 mmol) was added and the mixture was stirred at rt for 1 h. Then 1-bromo-3-chloropropane (0.198 g, 1.24 mmol) was added followed by stirring at rt for 20 h. The reaction mixture was quenched with water, and the product extracted into EtOAc. The combined organic layers were dried over Na2SO4, filtered, and concentrated. The crude prod... The product is CN1C(CCC1)C(CNS(=O)(=O)C(C)C)C (N-(2-(N-Methyl-2-pyrrolidinyl)propyl) 2-propanesulfonamide). Procedure details: To a stirred suspension of the product of Preparation 5 (2.69 g, 12.5 mmol) in 50 mL of dichloromethane under N2 at 0° C. is added 1,8-diazabicyclo[5.4.0]undec-7-ene (DBU) (3.8 mL 27.5 mmol). The reaction mixture is stirred for 30 minutes, then isopropylsulfonyl chloride (1.7 mL, 15.0 mmol) is added dropwise. The reaction mixture is then allowed to warm to ambient temperature and stirred for 4 h. The reaction is then diluted with H2O and the layers are separated. The aqueous layer is extracted w... Reaction conditions: time 30 minute. Run in O (H2O). RXN SMILES: [N:1]12CC[CH2:9][N:8]=[C:7]1[CH2:6][CH2:5][CH2:4][CH2:3][CH2:2]2.[CH:12]([S:15](Cl)(=[O:17])=[O:16])([CH3:14])[CH3:13].Cl[CH2:20]Cl>O>[CH3:9][N:8]1[CH2:7][CH2:6][CH2:5][CH:4]1[CH:3]([CH3:20])[CH2:2][NH:1][S:15]([CH:12]([CH3:14])[CH3:13])(=[O:17])=[O:16]. Reactants: N12CCCCCC2=NCCC1 (1,8-diazabicyclo[5.4.0]undec-7-ene), 5, ClCCl (dichloromethane), C(C)(C)S(=O)(=O)Cl (isopropylsulfonyl chloride). Starting materials: ice water, C(C)OC(=O)[C@H]1[C@H](CCCC1)NC(CC(CCl)C)=O (cis-2-(4-Chloro-3-methyl-butyrylamino)-cyclohexanecarboxylic acid ethyl ester), [I-].[Na+] (Sodium iodide), [H-].[Na+] (sodium hydride), liquid. The solvent is CN(C)C=O (DMF). Reaction conditions: time 2 hour. Yields the product C(C)OC(=O)[C@H]1[C@@H](CCCC1)N1C(CC(C1)C)=O (trans-2-(4-Methyl-2-oxo-pyrrolidin-1-yl)-cyclohexanecarboxylic acid ethyl ester). Reaction SMILES: [CH2:1]([O:3][C:4]([C@@H:6]1[CH2:11][CH2:10][CH2:9][CH2:8][C@@H:7]1[NH:12][C:13](=[O:19])[CH2:14][CH:15]([CH3:18])[CH2:16]Cl)=[O:5])[CH3:2].[I-].[Na+].[H-].[Na+]>CN(C=O)C>[CH2:1]([O:3][C:4]([C@@H:6]1[CH2:11][CH2:10][CH2:9][CH2:8][C@H:7]1[N:12]1[CH2:16][CH:15]([CH3:18])[CH2:14][C:13]1=[O:19])=[O:5])[CH3:2] |f:1.2,3.4|. Procedure: cis-2-(4-Chloro-3-methyl-butyrylamino)-cyclohexanecarboxylic acid ethyl ester (895 mg) was dissolved in absolute DMF (20 ml) under argon at RT. Sodium iodide (463 mg) and sodium hydride (55%) (270 mg) were added; a white suspension was obtained. The mixture was then stirred for 2 hours at room temperature. The reaction mixture was poured into ice/water containing saturated NH4Cl solution and the aqueous layer was extracted with ethyl acetate. The organic layer was separated, washed with brine, d...